From a dataset of the Open Reaction Database (ORD), a public repository of structured organic reaction records. describe an organic reaction: reactants, conditions, products, and yield Reactants: [BH4-].[Na+] (sodium borohydride), FC1=C2C(=CNC2=C(C=C1)F)CCN (2-(4,7-difluoro-1H-indol-3-yl)ethylamine), FC(COC=1C=C(C=O)C=CC1)(F)F (3-(2,2,2-trifluoroethoxy)benzaldehyde), S(=O)(=O)([O-])[O-].[Na+].[Na+] (sodium sulfate). Reagents/catalysts: C(C)(=O)O (acetic acid). Run in C(C)O (ethanol). Run at temperature 70 celsius, time 2 hour. Yields the product FC1=C2C(=CNC2=C(C=C1)F)CCNCC1=CC(=CC=C1)OCC(F)(F)F (N-(2-(4,7-Difluoro-1H-indol-3-yl)ethyl)-3-(2,2,2-trifluoroethoxy)benzylamine). As a reaction SMILES: [F:1][C:2]1[CH:10]=[CH:9][C:8]([F:11])=[C:7]2[C:3]=1[C:4]([CH2:12][CH2:13][NH2:14])=[CH:5][NH:6]2.[F:15][C:16]([F:28])([F:27])[CH2:17][O:18][C:19]1[CH:20]=[C:21]([CH:24]=[CH:25][CH:26]=1)[CH:22]=O.S([O-])([O-])(=O)=O.[Na+].[Na+].[BH4-].[Na+]>C(O)(=O)C.C(O)C>[F:1][C:2]1[CH:10]=[CH:9][C:8]([F:11])=[C:7]2[C:3]=1[C:4]([CH2:12][CH2:13][NH:14][CH2:22][C:21]1[CH:24]=[CH:25][CH:26]=[C:19]([O:18][CH2:17][C:16]([F:15])([F:27])[F:28])[CH:20]=1)=[CH:5][NH:6]2 |f:2.3.4,5.6|. Procedure: Combine 2-(4,7-difluoro-1H-indol-3-yl)ethylamine (483 mg, 2.46 mmol) and ethanol (45 mL) and stir. After 10 minutes treat with 3-(2,2,2-trifluoroethoxy)benzaldehyde (502 mg, 2.46 mmol) and anhydrous sodium sulfate (3.5 g) and stir under nitrogen and heat at 70° C. After 2 h., cool the reaction vacuum filter to remove the sodium sulfate and treat with sodium borohydride (279 mg, 7.38 mmol) in a 500 mL round bottom flask equipped with magnetic stirring. Allow the solution to stir for 2 hours at ro... Reactants: CCCN(CCC)Cc1cc(C(=O)OCC)c(=O)n2c(-c3c(C)cc(C)cc3C)cccc12, CC(C)C[Al+]CC(C)C, CO, [H-], C1CCOC1. Yields the product CCCN(CCC)Cc1cc(CO)c(=O)n2c(-c3c(C)cc(C)cc3C)cccc12. As a reaction SMILES: [CH2:1]([CH2:2][CH3:3])[N:4]([CH2:5][CH2:6][CH3:7])[CH2:8][c:9]1[cH:10][c:11]([C:29](=[O:30])[O:31][CH2:32][CH3:33])[c:12](=[O:28])[n:13]2[c:14](-[c:19]3[c:20]([CH3:27])[cH:21][c:22]([CH3:26])[cH:23][c:24]3[CH3:25])[cH:15][cH:16][cH:17][c:18]12.[CH2:35]([Al+:36][CH2:37][CH:38]([CH3:39])[CH3:40])[CH:41]([CH3:42])[CH3:43].[CH3:44][OH:45].[H-:34].[O:46]1[CH2:47][CH2:48][CH2:49][CH2:50]1>>[CH2:1]([CH2:2][CH3:3])[N:4]([CH2:5][CH2:6][CH3:7])[CH2:8][c:9]1[cH:10][c:11]([CH2:29][OH:30])[c:12](=[O:28])[n:13]2[c:14](-[c:19]3[c:20]([CH3:27])[cH:21][c:22]([CH3:26])[cH:23][c:24]3[CH3:25])[cH:15][cH:16][cH:17][c:18]12.